From a dataset of the Open Reaction Database (ORD), a public repository of structured organic reaction records. describe an organic reaction: reactants, conditions, products, and yield The reactants are COC(N[C@H]1CN(C[C@@H]1N1C(C2=CC=CC=C2C1=O)=O)CC1=CC=CC=C1)=O ([(3S,4S)-1-Benzyl-4-(1,3-dioxo-1,3-dihydro-isoindol-2-yl)-pyrrolidin-3-yl]-carbamic acid methyl ester), NN (hydrazine). Run in C(C)O (ethanol). The product is COC(N[C@H]1CN(C[C@@H]1N)CC1=CC=CC=C1)=O (((3S,4S)-4-Amino-1-benzyl-pyrrolidin-3-yl)-carbamic acid methyl ester). Yield: 93.0%. Reaction SMILES: [CH3:1][O:2][C:3](=[O:28])[NH:4][C@@H:5]1[C@@H:9]([N:10]2C(=O)C3C(=CC=CC=3)C2=O)[CH2:8][N:7]([CH2:21][C:22]2[CH:27]=[CH:26][CH:25]=[CH:24][CH:23]=2)[CH2:6]1.NN>C(O)C>[CH3:1][O:2][C:3](=[O:28])[NH:4][C@@H:5]1[C@@H:9]([NH2:10])[CH2:8][N:7]([CH2:21][C:22]2[CH:27]=[CH:26][CH:25]=[CH:24][CH:23]=2)[CH2:6]1. Procedure details: A solution of the product from Step 2 (3.60 g, 9.49 mmol) and anhydrous hydrazine (0.61 g, 19.0 mmol) in ethanol (36 mL) was heated at reflux temperature for 2 h. The reaction was cooled to room temperature and the precipitate was removed by filtration and washed with ethanol. The filtrate was concentrated to dryness and the residue was dissolved in EtOAc and washed with saturated sodium bicarbonate solution. The organic layer was then dried over sodium sulfate, filtered and concentrated to an o...